Dataset: the Open Reaction Database (ORD), a public repository of structured organic reaction records. Task: describe an organic reaction: reactants, conditions, products, and yield Yields the product Cl.ClCCN1CCOCC1 (N-chloroethyl morpholine hydrochloride). Procedure details: An amount, 398.5 grams, of 2,6-dimethyl-N-(2-hydroxypropyl) morpholine (2.3 moles) was condensed with the free chloroamine obtained from 390.5 grams N-chloroethyl morpholine hydrochloride (2.3 moles) as described above to give 325.4 grams (55.7%) of the catalyst as a pale yellow oil, bp 122°-124° C. at 0.3 mm of Hg. The structure was confirmed by elemental analysis, calc. 62.9 C, 10.6 H, 9.8 N; found 62.2 C, 10.4 H, 9.8 N. As a reaction SMILES: C[CH:2]1[O:7][CH:6](C)[CH2:5][N:4]([CH2:9][CH:10](O)C)[CH2:3]1.[Cl:13]N>>[ClH:13].[Cl:13][CH2:10][CH2:9][N:4]1[CH2:5][CH2:6][O:7][CH2:2][CH2:3]1 |f:2.3|. The reactants are CC1CN(CC(O1)C)CC(C)O (2,6-dimethyl-N-(2-hydroxypropyl) morpholine), ClN (chloroamine). Reactants: C(C)(C)(C)OC(=O)N1[C@@H]2C[C@@H]2C[C@H]1C(NCCC(C)(C)C)=O ((1R,3S,5R)-3-(3,3-dimethyl-butylcarbamoyl)-2-aza-bicyclo[3.1.0]hexane 2-carboxylic acid tert-butyl ester), C(=O)(C(F)(F)F)O (TFA). Solvent: C(Cl)Cl (CH2Cl2). Conditions: time 2 hour. Yields the product FC(C(=O)O)(F)F.CC(CCNC(=O)[C@H]1N[C@@H]2C[C@@H]2C1)(C)C ((1R,3S,5R)-2-Aza-bicyclo[3.1.0]hexane-3-carboxylic acid (3,3-dimethyl-butyl)-amide trifluoroacetate). RXN SMILES: C(OC([N:8]1[C@H:13]([C:14](=[O:22])[NH:15][CH2:16][CH2:17][C:18]([CH3:21])([CH3:20])[CH3:19])[CH2:12][C@@H:11]2[C@H:9]1[CH2:10]2)=O)(C)(C)C.[C:23]([OH:29])([C:25]([F:28])([F:27])[F:26])=[O:24]>C(Cl)Cl>[F:26][C:25]([F:28])([F:27])[C:23]([OH:29])=[O:24].[CH3:19][C:18]([CH3:21])([CH3:20])[CH2:17][CH2:16][NH:15][C:14]([C@@H:13]1[CH2:12][C@@H:11]2[C@@H:9]([CH2:10]2)[NH:8]1)=[O:22] |f:3.4|. Reported procedure: To a solution of (1R,3S,5R)-3-(3,3-dimethyl-butylcarbamoyl)-2-aza-bicyclo[3.1.0]hexane 2-carboxylic acid tert-butyl ester (310 mg, 1 mmol) in CH2Cl2 (8 mL) was added TFA (0.769 mL, 10 mmol) and the solution was stirred at RT for 2 h. The crude reaction mixture was concentrated under vacuum and was used without further purification in the next step. UPLC/MS: 211.3 [M+H]+; tR (HPLC conditions b): 1.07 min. Reactants: CC(C=O)C(CC=O)C1=CC=C(C=C1)C(C)(C)C (2-methyl-3-(p-tert.-butylphenyl)-1,5-pentanedial), N (ammonia), [H][H] (hydrogen). The product is C(C)(C)(C)C1=CC=C(C=C1)C1C(CNCC1)C (4-(p-tert.-butylphenyl)-3-methylpiperidine). Reaction SMILES: [CH3:1][CH:2]([CH:5]([C:9]1[CH:14]=[CH:13][C:12]([C:15]([CH3:18])([CH3:17])[CH3:16])=[CH:11][CH:10]=1)[CH2:6][CH:7]=O)[CH:3]=O.[NH3:19].[H][H]>>[C:15]([C:12]1[CH:13]=[CH:14][C:9]([CH:5]2[CH2:6][CH2:7][NH:19][CH2:3][CH:2]2[CH3:1])=[CH:10][CH:11]=1)([CH3:18])([CH3:17])[CH3:16]. Reported procedure: 2-Methyl-3-(p-tert.-butylphenyl)-1,5-pentanedial (VI) can be hydrogenated with ammonia and hydrogen in the presence of a hydrogenation catalyst to give 4-(p-tert.-butylphenyl)-3-methylpiperidine (VII). ##STR8## Product: CSCCCCCNc1c(N)cnc2ccc(OCc3ccccc3)cc12. Reaction SMILES: [CH2:1]([c:2]1[cH:3][cH:4][cH:5][cH:6][cH:7]1)[O:8][c:9]1[cH:10][c:11]2[c:12]([NH:22][CH2:23][CH2:24][CH2:25][CH2:26][CH2:27][S:28][CH3:29])[c:13]([N+:19]([O-:20])=[O:21])[cH:14][n:15][c:16]2[cH:17][cH:18]1.[CH2:30]([O:31][c:32]1[cH:33][c:34]2[c:35]([c:36]([NH:37][CH2:38][CH2:39][O:40][c:41]3[cH:42][cH:43][cH:44][cH:45][cH:46]3)[c:47]([N+:48]([O-:49])=[O:50])[cH:51][n:52]2)[cH:53][cH:54]1)[c:55]1[cH:56][cH:57][cH:58][cH:59][cH:60]1>>[CH2:1]([c:2]1[cH:3][cH:4][cH:5][cH:6][cH:7]1)[O:8][c:9]1[cH:10][c:11]2[c:12]([NH:22][CH2:23][CH2:24][CH2:25][CH2:26][CH2:27][S:28][CH3:29])[c:13]([NH2:19])[cH:14][n:15][c:16]2[cH:17][cH:18]1. The reactants are CSCCCCCNc1c([N+](=O)[O-])cnc2ccc(OCc3ccccc3)cc12, O=[N+]([O-])c1cnc2cc(OCc3ccccc3)ccc2c1NCCOc1ccccc1. The reactants are C(N)(=O)C1=CC(=C(C=C1)NC=1C2=C(N=CN1)SC(=C2C)C(=O)OC)OCC (Methyl 4-(4-carbamoyl-2-ethoxyphenylamino)-5-methylthieno[2,3-d]pyrimidine-6-carboxylate), [Cl-].[NH4+] (ammonium chloride). Solvent: N.CO (ammonia MeOH). The product is C(N)(=O)C1=CC(=C(C=C1)NC=1C2=C(N=CN1)SC(=C2C)C(=O)N)OCC (4-(4-Carbamoyl-2-ethoxyphenylamino)-5-methylthieno[2,3-d]pyrimidine-6-carboxamide). The yield is 67.3%. RXN SMILES: [C:1]([C:4]1[CH:9]=[CH:8][C:7]([NH:10][C:11]2[C:12]3[C:19]([CH3:20])=[C:18]([C:21]([O:23]C)=O)[S:17][C:13]=3[N:14]=[CH:15][N:16]=2)=[C:6]([O:25][CH2:26][CH3:27])[CH:5]=1)(=[O:3])[NH2:2].[Cl-].[NH4+:29]>N.CO>[C:1]([C:4]1[CH:9]=[CH:8][C:7]([NH:10][C:11]2[C:12]3[C:19]([CH3:20])=[C:18]([C:21]([NH2:29])=[O:23])[S:17][C:13]=3[N:14]=[CH:15][N:16]=2)=[C:6]([O:25][CH2:26][CH3:27])[CH:5]=1)(=[O:3])[NH2:2] |f:1.2,3.4|. Procedure: Methyl 4-(4-carbamoyl-2-ethoxyphenylamino)-5-methylthieno[2,3-d]pyrimidine-6-carboxylate (0.025 g, 0.06 mmol) and ammonium chloride (0.250 g, 4.67 mmol) in 7N ammonia/MeOH (3.5 mL) were heated at 100° C. in a sealed-tube for 14 days. The solution was cooled and the residue filtered. The precipitate was washed with water to yield white solid (0.015 g, 63%).